describe an organic reaction: reactants, conditions, products, and yield From a dataset of the Open Reaction Database (ORD), a public repository of structured organic reaction records. Starting materials: CS(=O)(=O)C1=NC(=CC(=N1)NCCC1=CC=C(C=C1)OC)C1=CC(=CC=C1)OC ([2-methanesulfonyl-6-(3-methoxy-phenyl)-pyrimidin-4-yl]-[2-(4-methoxy-phenyl)-ethyl]-amine), CS(=O)(=O)C1=NC(=CC(=N1)NCCC1=CC=C(C=C1)OC)C1=CC(=CC=C1)OC ([2-methanesulfonyl-6-(3-methoxy-phenyl)-pyrimidin-4-yl]-[2-(4-methoxy-phenyl)-ethyl]-amine), solution, CNC (dimethylamine), CO (MeOH). Yields the product COC=1C=C(C=CC1)C1=CC(=NC(=N1)N(C)C)NCCC1=CC=C(C=C1)OC (6-(3-methoxy-phenyl)-N*4*-[2-(4-methoxy-phenyl)-ethyl]-N*2*,N*2*-dimethyl-pyrimidine-2,4-diamine). RXN SMILES: CS([C:5]1[N:10]=[C:9]([NH:11][CH2:12][CH2:13][C:14]2[CH:19]=[CH:18][C:17]([O:20][CH3:21])=[CH:16][CH:15]=2)[CH:8]=[C:7]([C:22]2[CH:27]=[CH:26][CH:25]=[C:24]([O:28][CH3:29])[CH:23]=2)[N:6]=1)(=O)=O.[CH3:30][NH:31][CH3:32].CO>>[CH3:29][O:28][C:24]1[CH:23]=[C:22]([C:7]2[N:6]=[C:5]([N:31]([CH3:32])[CH3:30])[N:10]=[C:9]([NH:11][CH2:12][CH2:13][C:14]3[CH:19]=[CH:18][C:17]([O:20][CH3:21])=[CH:16][CH:15]=3)[CH:8]=2)[CH:27]=[CH:26][CH:25]=1. Reported procedure: A solution of [2-methanesulfonyl-6-(3-methoxy-phenyl)-pyrimidin-4-yl]-[2-(4-methoxy-phenyl)-ethyl]-amine [200 mg, 0.42 mmol, Intermediate (34) prepared as in Example 18, step 1] in a 2M solution of dimethylamine in MeOH (2 mL, 4 mmol) is heated to 150° C. for 20 minutes in a Microwave. The mixture is concentrated, and the residue is subjected to chromatography on silica gel eluting with 70% EtOAc in heptane to afford 6-(3-methoxy-phenyl)-N*4*-[2-(4-methoxy-phenyl)-ethyl]-N*2*,N*2*-dimethyl-pyrim...